describe an organic reaction: reactants, conditions, products, and yield From a dataset of the Open Reaction Database (ORD), a public repository of structured organic reaction records. Reactants: O([Na])C (NaOCH3), CC1(OC(C(C(O1)=O)=C1NCCC1)=O)C (2,2-dimethyl-5-pyrrolidin-2-ylidene-[1,3]dioxane-4,6-dione). Run in CO (MeOH). Product: COC(C=C1NCCC1)=O (Pyrrolidin-2-ylidene-acetic acid methyl ester). The yield is 85.4%. RXN SMILES: O(C)[Na].C[C:5]1(C)OC(=O)[C:8](=[C:12]2[CH2:16][CH2:15][CH2:14][NH:13]2)[C:7](=[O:17])[O:6]1>CO>[CH3:5][O:6][C:7](=[O:17])[CH:8]=[C:12]1[CH2:16][CH2:15][CH2:14][NH:13]1. Procedure: To a flask containing NaOCH3 (1.21 g, 21.3 mmol) and dry MeOH (50 mL) under nitrogen is added 2,2-dimethyl-5-pyrrolidin-2-ylidene-[1,3]dioxane-4,6-dione (4.5 g, 21.3 mmol) and the contents are refluxed overnight. The reaction is concentrated and the residue is diluted with H20 (50 mL). 1 N HCl is added to obtain a pH of 6 and the mixture is extracted with CHCl3 (3×30 mL). The organic fractions are combined, dried over MgSO4 and concentrated. The crude product is purified by flash chromatography ... Starting materials: COc1cc2c(Nc3ccc(Br)cc3F)ncnc2cc1O, CCCCP(CCCC)CCCC, ClCCl, CSCCCO. The product is COc1cc2c(Nc3ccc(Br)cc3F)ncnc2cc1OCCCSC. Reaction SMILES: [Br:7][c:8]1[cH:9][c:10]([F:28])[c:11]([NH:12][c:13]2[n:14][cH:15][n:16][c:17]3[cH:18][c:19]([OH:25])[c:20]([O:23][CH3:24])[cH:21][c:22]23)[cH:26][cH:27]1.[CH2:29]([P:30]([CH2:31][CH2:32][CH2:33][CH3:34])[CH2:35][CH2:36][CH2:37][CH3:38])[CH2:39][CH2:40][CH3:41].[CH2:42]([Cl:43])[Cl:44].[CH3:1][S:2][CH2:3][CH2:4][CH2:5][OH:6]>>[CH3:1][S:2][CH2:3][CH2:4][CH2:5][O:6][c:19]1[cH:18][c:17]2[n:16][cH:15][n:14][c:13]([NH:12][c:11]3[c:10]([F:28])[cH:9][c:8]([Br:7])[cH:27][cH:26]3)[c:22]2[cH:21][c:20]1[O:23][CH3:24]. Reactants: ClCCl, N#CO[K], NCCN1CCC(c2cn(-c3ccc(F)cc3)c3ccc(Cl)cc23)CC1, N, O, O=C(O)C(F)(F)F. Yields the product NC(=O)NCCN1CCC(c2cn(-c3ccc(F)cc3)c3ccc(Cl)cc23)CC1. As a reaction SMILES: [Cl:39][CH2:40][Cl:41].[K:1][O:2][C:3]#[N:4].[NH2:12][CH2:13][CH2:14][N:15]1[CH2:16][CH2:17][CH:18]([c:21]2[cH:22][n:23](-[c:31]3[cH:32][cH:33][c:34]([F:37])[cH:35][cH:36]3)[c:24]3[cH:25][cH:26][c:27]([Cl:30])[cH:28][c:29]23)[CH2:19][CH2:20]1.[NH3:38].[OH2:42].[OH:5][C:6]([C:7]([F:8])([F:9])[F:10])=[O:11]>>[O:2]=[C:3]([NH2:4])[NH:12][CH2:13][CH2:14][N:15]1[CH2:16][CH2:17][CH:18]([c:21]2[cH:22][n:23](-[c:31]3[cH:32][cH:33][c:34]([F:37])[cH:35][cH:36]3)[c:24]3[cH:25][cH:26][c:27]([Cl:30])[cH:28][c:29]23)[CH2:19][CH2:20]1.